This data is from the Open Reaction Database (ORD), a public repository of structured organic reaction records. The task is: describe an organic reaction: reactants, conditions, products, and yield Reactants: ClCCl, O=C(O)C(F)(F)F, CC(C)(C)OC(=O)N1CCCCC1C(=O)NC(CCCc1ccccc1)CCCc1ccccc1. Yields the product O=C(NC(CCCc1ccccc1)CCCc1ccccc1)C1CCCCN1. As a reaction SMILES: [CH2:43]([Cl:44])[Cl:45].[OH:36][C:37]([C:38]([F:39])([F:40])[F:41])=[O:42].[c:1]1([CH2:7][CH2:8][CH2:9][CH:10]([CH2:11][CH2:12][CH2:13][c:14]2[cH:15][cH:16][cH:17][cH:18][cH:19]2)[NH:20][C:21](=[O:22])[CH:23]2[N:24]([C:29]([O:30][C:31]([CH3:32])([CH3:33])[CH3:34])=[O:35])[CH2:25][CH2:26][CH2:27][CH2:28]2)[cH:2][cH:3][cH:4][cH:5][cH:6]1>>[c:1]1([CH2:7][CH2:8][CH2:9][CH:10]([CH2:11][CH2:12][CH2:13][c:14]2[cH:15][cH:16][cH:17][cH:18][cH:19]2)[NH:20][C:21](=[O:22])[CH:23]2[NH:24][CH2:25][CH2:26][CH2:27][CH2:28]2)[cH:2][cH:3][cH:4][cH:5][cH:6]1. Starting materials: FC1=C(C=CC(=C1)N)NCCN1CCOCC1 (2-fluoro-N1-(2-morpholinoethyl)benzene-1,4-diamine), C[Al](C)C (trimethylaluminium), COC(\C=C(\C)/NC(COC1=CC(=CC=C1)F)=O)=O ((Z)-methyl-3-(2-(3-fluorophenoxy)acetamido)but-2-enoate), O (water). The solvent is C(Cl)Cl (DCM), C(Cl)Cl (DCM). Run at time 0.5 hour. Product: FC=1C=C(C=CC1NCCN1CCOCC1)N1C(=NC(=CC1=O)C)COC1=CC(=CC=C1)F (3-(3-fluoro-4-((2-morpholinoethyl)amino)phenyl)-2-((3-fluorophenoxy)methyl)-6-methylpyrimidin-4(3H)-one). Isolated yield 79.4%. RXN SMILES: [F:1][C:2]1[CH:7]=[C:6]([NH2:8])[CH:5]=[CH:4][C:3]=1[NH:9][CH2:10][CH2:11][N:12]1[CH2:17][CH2:16][O:15][CH2:14][CH2:13]1.C[Al](C)C.C[O:23][C:24](=O)/[CH:25]=[C:26](\[NH:28][C:29](=O)[CH2:30][O:31][C:32]1[CH:37]=[CH:36][CH:35]=[C:34]([F:38])[CH:33]=1)/[CH3:27].O>C(Cl)Cl>[F:1][C:2]1[CH:7]=[C:6]([N:8]2[C:24](=[O:23])[CH:25]=[C:26]([CH3:27])[N:28]=[C:29]2[CH2:30][O:31][C:32]2[CH:37]=[CH:36][CH:35]=[C:34]([F:38])[CH:33]=2)[CH:5]=[CH:4][C:3]=1[NH:9][CH2:10][CH2:11][N:12]1[CH2:17][CH2:16][O:15][CH2:14][CH2:13]1. Reported procedure: To a solution of 2-fluoro-N1-(2-morpholinoethyl)benzene-1,4-diamine (0.33 g, 1.38 mmol) in DCM (20 mL) was added trimethylaluminium (2.1 mL, 4.2 mmol, 2 M in toluene) slowly and the mixture was stirred at rt for 0.5 h. A solution of (Z)-methyl-3-(2-(3-fluorophenoxy)acetamido)but-2-enoate (0.37 g, 1.38 mmol) in DCM (5 mL) was added slowly and the resulting mixture was stirred at rt for 24 h. 50 mL of water was then added to the mixture slowly and the mixture was extracted with CH2Cl2 (50 mL×2). T... Starting materials: CC(C)(C)OC(=O)CBr, O=C([O-])O, ClCCl, CCOC(=O)c1c[nH]nc1C(F)(F)F, [Na+]. The product is CCOC(=O)c1cn(CC(=O)OC(C)(C)C)nc1C(F)(F)F. Reaction SMILES: [Br:1][CH2:2][C:3](=[O:4])[O:5][C:6]([CH3:7])([CH3:8])[CH3:9].[C:24](=[O:25])([OH:26])[O-:27].[Cl:29][CH2:30][Cl:31].[F:10][C:11]([c:12]1[n:13][nH:14][cH:15][c:16]1[C:17](=[O:18])[O:19][CH2:20][CH3:21])([F:22])[F:23].[Na+:28]>>[CH2:2]([C:3](=[O:4])[O:5][C:6]([CH3:7])([CH3:8])[CH3:9])[n:14]1[n:13][c:12]([C:11]([F:10])([F:22])[F:23])[c:16]([C:17](=[O:18])[O:19][CH2:20][CH3:21])[cH:15]1.